Dataset: the Open Reaction Database (ORD), a public repository of structured organic reaction records. Task: describe an organic reaction: reactants, conditions, products, and yield Reactants: ClCCC1=C(N=C2N(C1=O)C=CS2)C (6-(2-chloroethyl)-7-methyl-5H-thiazolo[3,2-a]pyrimidin-5-one), FC1=CC=2[C@H]3[C@H](NC2C=C1)CCNC3 ((±)-trans-8-fluoro-2,3,4,4a,5,9b-hexahydro-1H-pyrido[4,3-b]indole). Product: FC1=CC=2[C@H]3[C@H](NC2C=C1)CCN(C3)CCC3=C(N=C1N(C3=O)C=CS1)C ((±)-trans-6-[2-(8-fluoro-1,3,4,4a,5,9b-hexahydro-2H-pyrido[4,3-b]indol-2-yl)ethyl]-7-methyl-5H-thiazolo[3,2-a]pyrimidin-5-one). Reaction SMILES: Cl[CH2:2][CH2:3][C:4]1[C:9](=[O:10])[N:8]2[CH:11]=[CH:12][S:13][C:7]2=[N:6][C:5]=1[CH3:14].[F:15][C:16]1[CH:24]=[CH:23][C:22]2[NH:21][C@@H:20]3[CH2:25][CH2:26][NH:27][CH2:28][C@H:19]3[C:18]=2[CH:17]=1>>[F:15][C:16]1[CH:24]=[CH:23][C:22]2[NH:21][C@@H:20]3[CH2:25][CH2:26][N:27]([CH2:2][CH2:3][C:4]4[C:9](=[O:10])[N:8]5[CH:11]=[CH:12][S:13][C:7]5=[N:6][C:5]=4[CH3:14])[CH2:28][C@H:19]3[C:18]=2[CH:17]=1. Procedure details: Using the same reaction procedure as described in example B.1, 6-(2-chloroethyl)-7-methyl-5H-thiazolo[3,2-a]pyrimidin-5-one (3.4 g), prepared as described in EP-A-0,070,053, was reacted with (±)-trans-8-fluoro-2,3,4,4a,5,9b-hexahydro-1H-pyrido[4,3-b]indole, prepared as described in J. Med. Chem. 22:677--(1979), to form (±)-trans-6-[2-(8-fluoro-1,3,4,4a,5,9b-hexahydro-2H-pyrido[4,3-b]indol-2-yl)ethyl]-7-methyl-5H-thiazolo[3,2-a]pyrimidin-5-one (compound 15, mp. 140.9° C.). Yields the product CC(c1ccccc1)C(C(=O)c1ccccc1)n1cncn1. Reactants: CC(c1ccccc1)C(Br)C(=O)c1ccccc1, O=C([O-])[O-], CCC(C)=O, [K+], [K+], c1nc[nH]n1. RXN SMILES: [Br:1][CH:2]([C:3](=[O:4])[c:5]1[cH:6][cH:7][cH:8][cH:9][cH:10]1)[CH:11]([CH3:12])[c:13]1[cH:14][cH:15][cH:16][cH:17][cH:18]1.[C:24](=[O:25])([O-:26])[O-:27].[CH2:30]([C:31]([CH3:32])=[O:33])[CH3:34].[K+:28].[K+:29].[nH:19]1[n:20][cH:21][n:22][cH:23]1>>[CH:2]([C:3](=[O:4])[c:5]1[cH:6][cH:7][cH:8][cH:9][cH:10]1)([CH:11]([CH3:12])[c:13]1[cH:14][cH:15][cH:16][cH:17][cH:18]1)[n:19]1[n:20][cH:21][n:22][cH:23]1. Conditions: time 2 hour. Reactants: C(C1=CC=CC=C1)OC(=O)N[C@@H](COC)C(=O)OC (methyl N-[(benzyloxy)carbonyl]-O-methyl-L-serinate), [BH4-].[Li+] (lithium borohydride). Reaction SMILES: [CH2:1]([O:8][C:9]([NH:11][C@H:12]([C:16](OC)=[O:17])[CH2:13][O:14][CH3:15])=[O:10])[C:2]1[CH:7]=[CH:6][CH:5]=[CH:4][CH:3]=1.[BH4-].[Li+]>CO>[OH:17][CH2:16][C@@H:12]([NH:11][C:9](=[O:10])[O:8][CH2:1][C:2]1[CH:7]=[CH:6][CH:5]=[CH:4][CH:3]=1)[CH2:13][O:14][CH3:15] |f:1.2|. Product: OC[C@H](COC)NC(OCC1=CC=CC=C1)=O (benzyl [(2R)-1-hydroxy-3-methoxypropan-2-yl]carbamate). Run in CO (methanol). Reported procedure: To a solution of methyl N-[(benzyloxy)carbonyl]-O-methyl-L-serinate (60 g, 0.22 mol) in methanol (600 mL) was added lithium borohydride (39.2 g, 1.80 mol). After 2 hours, the reaction mixture was quenched with saturated aqueous ammonium chloride solution, partially concentrated under reduced pressure, and diluted with water. The mixture was extracted with ethyl acetate (3×100 mL), and the combined organic layers were dried over sodium sulfate and concentrated under reduced pressure. The residue ... Reactants: ClC1=C(C(=O)OC)C=C(C(=N1)OCC(F)(F)F)F (methyl 2-chloro-5-fluoro-6-(2,2,2-trifluoroethoxy)nicotinate), C[O-].[Na+] (sodium methanolate), O (water). Solvent: C1CCOC1 (THF). Run at temperature 60 celsius, time 2 hour. The product is FC=1C(=NC(=C(C(=O)OC)C1)OC)OCC(F)(F)F (methyl 5-fluoro-2-methoxy-6-(2,2,2-trifluoroethoxy)nicotinate). Isolated yield 28.1%. RXN SMILES: Cl[C:2]1[N:11]=[C:10]([O:12][CH2:13][C:14]([F:17])([F:16])[F:15])[C:9]([F:18])=[CH:8][C:3]=1[C:4]([O:6][CH3:7])=[O:5].[CH3:19][O-:20].[Na+].O>C1COCC1>[F:18][C:9]1[C:10]([O:12][CH2:13][C:14]([F:17])([F:16])[F:15])=[N:11][C:2]([O:20][CH3:19])=[C:3]([CH:8]=1)[C:4]([O:6][CH3:7])=[O:5] |f:1.2|. Procedure details: To a stirred solution of methyl 2-chloro-5-fluoro-6-(2,2,2-trifluoroethoxy)nicotinate (1.1 g, 3.9 mmol, Step-1 of Amine-42) in THF (35 mL) is added sodium methanolate (0.32 g, 5.8 mmol) at 0° C. The mixture is stirred at 60° C. for 2 hours and cooled to room temperature. The mixture is poured into water and extracted with dichloromethane (10 mL×3). The combined organic layer is washed with water, brine, and dried over sodium sulfate. The organic solvent is removed under reduced pressure. The res... Starting materials: C1(CCCCC1)P(C1=C(C=CC=C1)C1=C(C=C(C=C1C(C)C)C(C)C)C(C)C)C1CCCCC1 (Dicyclohexyl(2′,4′,6′-triisopropylbiphenyl-2-yl)phosphine), C(#N)[Zn]C#N (dicyanozinc), BrC=1N=C(C(=NC1)N)C=1OC(=NN1)C(C)(C)C (5-bromo-3-(5-tert-butyl-1,3,4-oxadiazol-2-yl)pyrazin-2-amine). Reagents/catalysts: C=1C=CC(=CC1)/C=C/C(=O)/C=C/C2=CC=CC=C2.C=1C=CC(=CC1)/C=C/C(=O)/C=C/C2=CC=CC=C2.C=1C=CC(=CC1)/C=C/C(=O)/C=C/C2=CC=CC=C2.[Pd].[Pd] (tris(dibenzylideneacetone)dipalladium(0)), [Zn] (zinc). Run in CC(=O)N(C)C (DMA). Conditions: temperature 100 celsius, time 1 hour. Product: NC=1N=CC(=NC1C=1OC(=NN1)C(C)(C)C)C#N (5-amino-6-(5-tert-butyl-1,3,4-oxadiazol-2-yl)pyrazine-2-carbonitrile). The yield is 158.5%. Reaction SMILES: Br[C:2]1[N:3]=[C:4]([C:9]2[O:10][C:11]([C:14]([CH3:17])([CH3:16])[CH3:15])=[N:12][N:13]=2)[C:5]([NH2:8])=[N:6][CH:7]=1.C1(P(C2CCCCC2)C2C=CC=CC=2C2C(C(C)C)=CC(C(C)C)=CC=2C(C)C)CCCCC1.[C:52]([Zn]C#N)#[N:53]>CC(N(C)C)=O.C1C=CC(/C=C/C(/C=C/C2C=CC=CC=2)=O)=CC=1.C1C=CC(/C=C/C(/C=C/C2C=CC=CC=2)=O)=CC=1.C1C=CC(/C=C/C(/C=C/C2C=CC=CC=2)=O)=CC=1.[Pd].[Pd].[Zn]>[NH2:8][C:5]1[N:6]=[CH:7][C:2]([C:52]#[N:53])=[N:3][C:4]=1[C:9]1[O:10][C:11]([C:14]([CH3:17])([CH3:16])[CH3:15])=[N:12][N:13]=1 |f:4.5.6.7.8|. Procedure details: A stream of nitrogen gas was passed through a solution of 5-bromo-3-(5-tert-butyl-1,3,4-oxadiazol-2-yl)pyrazin-2-amine (89.35 g, 239.75 mmol) in DMA (1.2 L) for 20 minutes. Dicyclohexyl(2′,4′,6′-triisopropylbiphenyl-2-yl)phosphine (11.43 g, 23.98 mmol), tris(dibenzylideneacetone)dipalladium(0) (5.49 g, 5.99 mmol), zinc (1.568 g, 23.98 mmol) and dicyanozinc (16.89 g, 143.85 mmol) were added sequentially to the stirred mixture. The mixture was heated to 100° C. and stirred for 1 hour. The mixture ...